From a dataset of the Open Reaction Database (ORD), a public repository of structured organic reaction records. describe an organic reaction: reactants, conditions, products, and yield Starting materials: OS(=O)[O-].[Na+] (NaHSO3), aqueous solution, C(C)(C)(C)OO (tert-butyl hydroperoxide), OC=1C=C(C=CC1)C1=CC=2N=CN=C(C2S1)NCCC1=CN=C(S1)NC(=O)NC1=CC(=CC=C1)C(F)(F)F (1-(5-{2-[6-(3-Hydroxy-phenyl)-thieno[3,2-d]pyrimidin-4-ylamino]-ethyl}-thiazol-2-yl)-3-(3-trifluoromethyl-phenyl)-urea), N1N=NN=C1 (1-H-tetrazole), C(C)N(P(OC(C)(C)C)OC(C)(C)C)CC (di-tert-butyl diethylphosphoramidite). Reported procedure: To a solution of compound 57.1 (0.20 mmol) in THF (20 mL) was added 1-H-tetrazole (6.0 mL of a 3% w/w in CH3CN). The reaction was purged with nitrogen and di-tert-butyl diethylphosphoramidite (1.06 mmol) was added. After stirring at room temperature for 3.5 hours, tert-butyl hydroperoxide (5 mL of 70% aqueous solution) was added. After stirring for 1 hour, the reaction was cooled to 0° C. followed by the addition of NaHSO3 (15 mL of a 5% aqueous solution). After an additional 1 hour, the reactio... Run at time 3.5 hour. Reaction SMILES: [OH:1][C:2]1[CH:3]=[C:4]([C:8]2[S:16][C:15]3[C:14]([NH:17][CH2:18][CH2:19][C:20]4[S:24][C:23]([NH:25][C:26]([NH:28][C:29]5C=[CH:33][CH:32]=[C:31]([C:35]([F:38])([F:37])[F:36])[CH:30]=5)=[O:27])=[N:22][CH:21]=4)=[N:13][CH:12]=[N:11][C:10]=3[CH:9]=2)[CH:5]=[CH:6][CH:7]=1.N1C=NN=N1.C(N(CC)[P:47]([O:53][C:54]([CH3:57])([CH3:56])[CH3:55])[O:48][C:49]([CH3:52])([CH3:51])[CH3:50])C.C([O:64]O)(C)(C)C.OS([O-])=O.[Na+]>C1COCC1.CC#N>[F:36][C:35]([F:38])([F:37])[C:31]([CH:32]=[CH2:33])=[CH:30][CH2:29][NH:28][C:26](=[O:27])[NH:25][C:23]1[S:24][C:20]([CH2:19][CH2:18][NH:17][C:14]2[C:15]3[S:16][C:8]([C:4]4[CH:3]=[C:2]([O:1][P:47](=[O:64])([O:48][C:49]([CH3:50])([CH3:51])[CH3:52])[O:53][C:54]([CH3:55])([CH3:56])[CH3:57])[CH:7]=[CH:6][CH:5]=4)=[CH:9][C:10]=3[N:11]=[CH:12][N:13]=2)=[CH:21][N:22]=1 |f:4.5|. Product: FC(C(=CCNC(NC=1SC(=CN1)CCNC=1C2=C(N=CN1)C=C(S2)C=2C=C(C=CC2)OP(OC(C)(C)C)(OC(C)(C)C)=O)=O)C=C)(F)F (phosphoric acid di-tert-butyl ester 3-[4-(2-{2-[3-(3-trifluoromethyl-penta-2,4-dienyl)-ureido]-thiazol-5-yl}-ethylamino)-thieno[3,2-d]pyrimidin-6-yl]-phenyl ester). The solvent is C1CCOC1 (THF), CC#N (CH3CN). The reactants are Cc1nc2ccccc2n1-c1nc(N2CCOCC2)c2nc(CBr)n(C)c2n1, C1CN(CC2CC2)CCN1. Product: Cc1nc2ccccc2n1-c1nc(N2CCOCC2)c2nc(CN3CCN(CC4CC4)CC3)n(C)c2n1. Reaction SMILES: [Br:1][CH2:2][c:3]1[n:4]([CH3:28])[c:5]2[n:6][c:7](-[n:18]3[c:19]([CH3:27])[n:20][c:21]4[c:22]3[cH:23][cH:24][cH:25][cH:26]4)[n:8][c:9]([N:12]3[CH2:13][CH2:14][O:15][CH2:16][CH2:17]3)[c:10]2[n:11]1.[CH:29]1([CH2:32][N:33]2[CH2:34][CH2:35][NH:36][CH2:37][CH2:38]2)[CH2:30][CH2:31]1>>[CH2:2]([c:3]1[n:4]([CH3:28])[c:5]2[n:6][c:7](-[n:18]3[c:19]([CH3:27])[n:20][c:21]4[c:22]3[cH:23][cH:24][cH:25][cH:26]4)[n:8][c:9]([N:12]3[CH2:13][CH2:14][O:15][CH2:16][CH2:17]3)[c:10]2[n:11]1)[N:36]1[CH2:35][CH2:34][N:33]([CH2:32][CH:29]2[CH2:30][CH2:31]2)[CH2:38][CH2:37]1. Starting materials: ClC=1N=C(C2=C(N1)C(=NC=N2)Cl)N2CCS(CC2)=O (2,8-dichloro-4-(1-oxido-thiomorpholino)pyrimido[5,4-d]-pyrimidine), alcoholate, C(C1=CC=CC=C1)O (benzyl alcohol), [Na] (sodium). Solvent: O1CCOCC1 (dioxane), C1=CC=CC=C1 (benzene). Run at time 2 hour. The product is C(C1=CC=CC=C1)OC1=NC=NC2=C1N=C(N=C2N2CCS(CC2)=O)Cl (8-Benzyloxy-2-chloro-4-(1-oxido-thiomorpholino)-pyrimido[5,4-d]-pyrimidine). As a reaction SMILES: [CH2:1]([OH:8])[C:2]1[CH:7]=[CH:6][CH:5]=[CH:4][CH:3]=1.[Na].[Cl:10][C:11]1[N:12]=[C:13]([N:22]2[CH2:27][CH2:26][S:25](=[O:28])[CH2:24][CH2:23]2)[C:14]2[N:20]=[CH:19][N:18]=[C:17](Cl)[C:15]=2[N:16]=1>C1C=CC=CC=1.O1CCOCC1>[CH2:1]([O:8][C:17]1[C:15]2[N:16]=[C:11]([Cl:10])[N:12]=[C:13]([N:22]3[CH2:23][CH2:24][S:25](=[O:28])[CH2:26][CH2:27]3)[C:14]=2[N:20]=[CH:19][N:18]=1)[C:2]1[CH:7]=[CH:6][CH:5]=[CH:4][CH:3]=1 |^1:8|. Procedure details: An alcoholate solution, prepared from 22 gm (0.2 mol) of benzyl alcohol in 100 ml of absolute benzene with 1.6 gm (0.07 mol) of sodium, was added to a solution of 15.9 gm (0.05 mol) of 2,8-dichloro-4-(1-oxido-thiomorpholino)pyrimido[5,4-d]-pyrimidine in 400 ml of dioxane at about 30° C., and the mixture thus obtained was stirred at room temperature for about two hours. The reaction mixture was then evaporated in vacuo, and the residue was admixed with about 500 ml of water. The precipitate which... The reactants are ice water, Cl (hydrochloric acid), S1N=NC2=C1C(=CC=C2)C=O (benzo-1,2,3-thiadiazole-7-carbaldehyde), C(CC(=O)O)(=O)O (malonic acid), C(CC(=O)O)(=O)O (malonic acid). The solvent is N1=CC=CC=C1 (pyridine). Yields the product S1N=NC2=C1C(=CC=C2)C=CC(=O)O (3-[benzo-1,2,3-thiadiazol-7-yl]acrylic acid). Isolated yield 447.6%. As a reaction SMILES: [S:1]1[C:5]2[C:6]([CH:10]=O)=[CH:7][CH:8]=[CH:9][C:4]=2[N:3]=[N:2]1.C(O)(=O)[CH2:13][C:14]([OH:16])=[O:15].Cl>N1C=CC=CC=1>[S:1]1[C:5]2[C:6]([CH:10]=[CH:13][C:14]([OH:16])=[O:15])=[CH:7][CH:8]=[CH:9][C:4]=2[N:3]=[N:2]1. Procedure details: A mixture of 1.96 g of benzo-1,2,3-thiadiazole-7-carbaldehyde, 1.24 g of malonic acid and 6 ml of pyridine are heated for 26 hours at 120° C., with 2 further additions of 0.6 g portions of malonic acid after 4 and 7 hours. The mixture is then cooled, poured into ice-water and acidified with concentrated hydrochloric acid. The precipitate which has formed is filtered off and dissolved in dilute sodium hydroxide solution, the mixture is washed three times with methylene chloride, and the aqueous p... Reactants: CCO, CC1(C)C2C=CC3(C)C(C2)C(=O)CCC13O. Product: CC1(C)C2CCC3(C)C(C2)C(=O)CCC13O. As a reaction SMILES: [CH3:17][CH2:18][OH:19].[O:1]=[C:2]1[CH:3]2[C:4]3([CH3:16])[CH:5]=[CH:6][CH:7]([C:8]([CH3:13])([CH3:14])[C:9]3([OH:12])[CH2:10][CH2:11]1)[CH2:15]2>>[O:1]=[C:2]1[CH:3]2[C:4]3([CH3:16])[CH2:5][CH2:6][CH:7]([C:8]([CH3:13])([CH3:14])[C:9]3([OH:12])[CH2:10][CH2:11]1)[CH2:15]2. The reactants are C[Si](C)(C)CCOCn1cc(C#N)nc1C(=O)[O-], CCN(C(C)C)C(C)C, ClCCl, [K+], CN1C(=O)CC(c2ccc(N)c(C3=CCCCC3)c2)CC1=O. As a reaction SMILES: [C:24](#[N:25])[c:26]1[n:27][c:28]([C:39](=[O:40])[O-:41])[n:29]([CH2:31][O:32][CH2:33][CH2:34][Si:35]([CH3:36])([CH3:37])[CH3:38])[cH:30]1.[CH:42]([N:43]([CH2:44][CH3:45])[CH:46]([CH3:47])[CH3:48])([CH3:49])[CH3:50].[Cl:51][CH2:52][Cl:53].[K+:23].[NH2:1][c:2]1[c:3]([C:17]2=[CH:18][CH2:19][CH2:20][CH2:21][CH2:22]2)[cH:4][c:5]([CH:8]2[CH2:9][C:10](=[O:16])[N:11]([CH3:15])[C:12](=[O:14])[CH2:13]2)[cH:6][cH:7]1>>[NH:1]([c:2]1[c:3]([C:17]2=[CH:18][CH2:19][CH2:20][CH2:21][CH2:22]2)[cH:4][c:5]([CH:8]2[CH2:9][C:10](=[O:16])[N:11]([CH3:15])[C:12](=[O:14])[CH2:13]2)[cH:6][cH:7]1)[C:39]([c:28]1[n:27][c:26]([C:24]#[N:25])[cH:30][n:29]1[CH2:31][O:32][CH2:33][CH2:34][Si:35]([CH3:36])([CH3:37])[CH3:38])=[O:40]. Yields the product CN1C(=O)CC(c2ccc(NC(=O)c3nc(C#N)cn3COCC[Si](C)(C)C)c(C3=CCCCC3)c2)CC1=O. Run in CN(C)C=O (DMF). Conditions: temperature 0 celsius, time 30 minute. The yield is 55.0%. Reaction SMILES: [CH3:1][Si:2](Cl)([CH3:4])[CH3:3].C1(S([C:15](Br)([F:17])[F:16])(=O)=O)C=CC=CC=1>CN(C=O)C>[CH3:1][Si:2]([CH3:4])([CH3:15])[C:3]([F:17])([F:16])[C:15]([Si:2]([CH3:4])([CH3:3])[CH3:1])([F:17])[F:16]. Yields the product C[Si](C(C(F)(F)[Si](C)(C)C)(F)F)(C)C (1,2-bis(trimethylsilyl)-1,1,2,2-tetrafluoroethane). Starting materials: Mg, C[Si](C)(C)Cl (TMSCl), C1(=CC=CC=C1)S(=O)(=O)C(F)(F)Br (bromodifluoromethyl phenyl sulfone). Procedure: Into a mixture of 0.42 g (17.5 mmol) of Mg turnings, 1.92 g (17.7 mmol) of TMSCl and 10 mL DMF, was added 1.60 g (5.9 mmol) of bromodifluoromethyl phenyl sulfone (23). The reaction mixture was stirred at 0° C. for 30 min, and at room temperature for another 30 min until 19F NMR showed all of 23 was consumed (the yield of 20 was 76% and by-product TMSCF2TMS, 18% by 19F NMR analysis). The reaction mixture was washed with ice water followed by extraction with pentane (10 mL×4). The pentane phase wa... Starting materials: [Si](C)(C)(C(C)(C)C)O[C@H]1C[C@@H](CC2=CC=C3[C@@H]4CC=C([C@@]4(C)CC[C@@H]3[C@@]12C)CBr)O[Si](C)(C)C(C)(C)C (1α,3β-bis(tert-butyldimethylsilyloxy)-17-(bromomethyl)androsta-5,7,16-triene), C(C)(=S)[O-].[K+] (potassium thioacetate). The solvent is CCCCCC (hexane), CC(=O)C (acetone). Run at time 30 minute. Product: C(C)(=O)SCC=1[C@]2(C)[C@@H](CC1)C1=CC=C3C[C@H](C[C@@H]([C@]3(C)[C@H]1CC2)O[Si](C)(C)C(C)(C)C)O[Si](C)(C)C(C)(C)C (17-acetylthiomethyl-1α,3β-bis(tert-butyldimethylsilyloxy)androsta-5,7,16-triene). Yield: 64.0%. Reaction SMILES: [Si:1]([O:8][C@@H:9]1[C@@:26]2([CH3:27])[C:13](=[CH:14][CH:15]=[C:16]3[C@@H:25]2[CH2:24][CH2:23][C@@:21]2([CH3:22])[C@H:17]3[CH2:18][CH:19]=[C:20]2[CH2:28]Br)[CH2:12][C@@H:11]([O:30][Si:31]([C:34]([CH3:37])([CH3:36])[CH3:35])([CH3:33])[CH3:32])[CH2:10]1)([C:4]([CH3:7])([CH3:6])[CH3:5])([CH3:3])[CH3:2].[C:38]([O-:41])(=[S:40])[CH3:39].[K+]>CC(C)=O.CCCCCC>[C:38]([S:40][CH2:28][C:20]1[C@:21]2([CH2:23][CH2:24][C@H:25]3[C:16](=[CH:15][CH:14]=[C:13]4[C@:26]3([CH3:27])[C@@H:9]([O:8][Si:1]([C:4]([CH3:6])([CH3:5])[CH3:7])([CH3:3])[CH3:2])[CH2:10][C@H:11]([O:30][Si:31]([C:34]([CH3:36])([CH3:37])[CH3:35])([CH3:33])[CH3:32])[CH2:12]4)[C@@H:17]2[CH2:18][CH:19]=1)[CH3:22])(=[O:41])[CH3:39] |f:1.2|. Procedure: To a solution of 1α,3β-bis(tert-butyldimethylsilyloxy)-17-(hydroxymethyl)androsta-5,7,16-triene (100 mg, 0.183 mmol), triphenylphosphine (96.0 mg, 0.366 mmol) and imidazole (49.8 mg, 0.732 mmol) in dichloromethane (2 ml), N-bromosuccinimide (65.1 mg, 0.366 mmol) was added at 0° C. and stirred at room temperature. After 1 hour, hexane was added to the reaction mixture, which was then washed with water and saturated aqueous sodium chloride. After drying over anhydrous magnesium sulfate, the solven... Reactants: C(C)N(CCCN1N=C(C2=C(C=CC=C12)Cl)N)CC (1-(3-diethylaminopropyl)-3-amino-4-chloroindazole), C1(C=2C(C(N1C1=NNC3=CC=CC(=C13)Cl)=O)=CC=CC2)=O (3-phthalimido-4-chloroindazole), Br.BrCCCN(CC)CC (3-bromopropyldiethylamine hydrobromide), C1(C=2C(C(N1C1=NNC3=CC=CC=C13)=O)=CC=CC2)=O (3-phthalimidoindazole), Br.CC(CCBr)N(C)C ((1-methyl-3-bromopropyl)dimethylamine hydrobromide). The product is CN(C(CCN1N=C(C2=CC=CC=C12)N)C)C (1-(3-dimethylaminobutyl)-3-aminoindazole). Reaction SMILES: [CH2:1]([N:3]([CH2:18]C)[CH2:4][CH2:5][CH2:6][N:7]1[C:15]2[C:10](=[C:11](Cl)[CH:12]=[CH:13][CH:14]=2)[C:9]([NH2:17])=[N:8]1)C.[C:20]1(=O)N(C2C3C(=CC=CC=3)NN=2)C(=O)C2=CC=CC=C12.Br.CC(N(C)C)CCBr.C1(=O)N(C2C3C(=CC=CC=3Cl)NN=2)C(=O)C2=CC=CC=C12.Br.BrCCCN(CC)CC>>[CH3:18][N:3]([CH3:1])[CH:4]([CH3:20])[CH2:5][CH2:6][N:7]1[C:15]2[C:10](=[CH:11][CH:12]=[CH:13][CH:14]=2)[C:9]([NH2:17])=[N:8]1 |f:2.3,5.6|. Procedure details: The same procedures for preparing 1-(3-diethylaminopropyl)-3-amino-4-chloroindazole as described in Example 89 were repeated except that 8 g of 3-phthalimidoindazole and 8.6 g of (1-methyl-3-bromopropyl)dimethylamine hydrobromide were employed instead of the 3-phthalimido-4-chloroindazole and the 3-bromopropyldiethylamine hydrobromide, respectively. As a result, 9.2 g of 1-(3-dimethylaminobutyl)-3-aminoindazole was obtained.